describe an organic reaction: reactants, conditions, products, and yield From a dataset of the Open Reaction Database (ORD), a public repository of structured organic reaction records. The reactants are CS(=O)(=O)C1=NC2=CC=C(C=C2C=C1)OC (2-methanesulfonyl-6-methoxy-quinoline), BrBr (Br2), C(=O)(O)[O-].[Na+] (NaHCO3), S(=S)(=O)([O-])[O-].[Na+].[Na+] (sodium thiosulfate). Run in C(Cl)Cl (CH2Cl2). Run at time 1 day. The product is BrC1=C2C=CC(=NC2=CC=C1OC)S(=O)(=O)C (5-bromo-2-methanesulfonyl-6-methoxy-quinoline). As a reaction SMILES: [CH3:1][S:2]([C:5]1[CH:14]=[CH:13][C:12]2[C:7](=[CH:8][CH:9]=[C:10]([O:15][CH3:16])[CH:11]=2)[N:6]=1)(=[O:4])=[O:3].[Br:17]Br.C([O-])(O)=O.[Na+].S([O-])([O-])(=O)=S.[Na+].[Na+]>C(Cl)Cl>[Br:17][C:11]1[C:10]([O:15][CH3:16])=[CH:9][CH:8]=[C:7]2[C:12]=1[CH:13]=[CH:14][C:5]([S:2]([CH3:1])(=[O:4])=[O:3])=[N:6]2 |f:2.3,4.5.6|. Procedure details: A solution of 2-methanesulfonyl-6-methoxy-quinoline (237 mg, 1 mmole ) in CH2Cl2 was treated with 2 mmoles Br2 and stirred for 1 day. The mixture was poured into a solution of NaHCO3 and sodium thiosulfate. The product was extracted with CH2Cl2. The organic layer was dried and evaporated to afford 5-bromo-2-methanesulfonyl-6-methoxy-quinoline, 287 mg (91%), as white crystals. The reactants are C=1(C(O)=CC=CC1)OC (guaiacol), C(C#C)Br (propargyl bromide), C(=O)([O-])[O-].[K+].[K+] (K2CO3). Solvent: CN(C)C=O (DMF). Run at time 34 hour. Yields the product COC1=C(C=CC=C1)OCC=C (1-methoxy-2-(2-propenyloxy)benzene). The yield is 98.3%. Reaction SMILES: [C:1]1([O:8][CH3:9])[C:2](=[CH:4][CH:5]=[CH:6][CH:7]=1)[OH:3].[CH2:10](Br)[C:11]#[CH:12].C([O-])([O-])=O.[K+].[K+]>CN(C=O)C>[CH3:9][O:8][C:1]1[CH:7]=[CH:6][CH:5]=[CH:4][C:2]=1[O:3][CH2:12][CH:11]=[CH2:10] |f:2.3.4|. Procedure: To a well stirred solution of guaiacol (10.0 g, 80.55 mmol) and propargyl bromide (11.5 g, 96.66 mmol) in DMF (100 mL) was added anhydrous K2CO3 (22.0 g, 161.2 mmol) and the mixture was stirred at room temperature for 34 hours. The mixture was then filtered to remove inorganic material. Filtrate was concentrated under vacuo and diluted with water (250 mL). It was then extracted with ethyl acetate (3×100 mL). The combined organic layers were washed with water (2×100 mL) and dried over anhydrous s... The reactants are O=C([O-])[O-], C1CCNC1, CCOC(C)=O, O=[N+]([O-])c1ccc(Cl)nc1, [K+], [K+], CN(C)C=O. Yields the product O=[N+]([O-])c1ccc(N2CCCC2)nc1. Reaction SMILES: [C:11](=[O:12])([O-:13])[O-:14].[CH2:17]1[CH2:18][CH2:19][NH:20][CH2:21]1.[CH3:22][CH2:23][O:24][C:25]([CH3:26])=[O:27].[Cl:1][c:2]1[n:3][cH:4][c:5]([N+:8](=[O:9])[O-:10])[cH:6][cH:7]1.[K+:15].[K+:16].[O:28]=[CH:29][N:30]([CH3:31])[CH3:32]>>[c:2]1([N:20]2[CH2:19][CH2:18][CH2:17][CH2:21]2)[n:3][cH:4][c:5]([N+:8](=[O:9])[O-:10])[cH:6][cH:7]1. Reactants: C(C1=CC=CC=C1)OC1=C(C=O)C=CC(=C1)OCC1=CC=CC=C1 (2,4-dibenzyloxybenzaldehyde), C(C)OC(=O)C=P(C1=CC=CC=C1)(C1=CC=CC=C1)C1=CC=CC=C1 (ethoxycarbonylmethylenetriphenylphosphoran), C1(=CC=CC=C1)C (toluene). Product: C(C1=CC=CC=C1)OC1=C(C=CC(=C1)OCC1=CC=CC=C1)C=CC(=O)OCC (ethyl 3-(2,4-dibenzyloxyphenyl)-2-propenoate). Reaction SMILES: [CH2:1]([O:8][C:9]1[CH:16]=[C:15]([O:17][CH2:18][C:19]2[CH:24]=[CH:23][CH:22]=[CH:21][CH:20]=2)[CH:14]=[CH:13][C:10]=1[CH:11]=[O:12])[C:2]1[CH:7]=[CH:6][CH:5]=[CH:4][CH:3]=1.[CH2:25]([O:27]C(C=P(C1C=CC=CC=1)(C1C=CC=CC=1)C1C=CC=CC=1)=O)[CH3:26].[C:50]1(C)C=CC=C[CH:51]=1>>[CH2:18]([O:17][C:15]1[CH:16]=[C:9]([O:8][CH2:1][C:2]2[CH:3]=[CH:4][CH:5]=[CH:6][CH:7]=2)[CH:51]=[CH:50][C:14]=1[CH:13]=[CH:10][C:11]([O:27][CH2:25][CH3:26])=[O:12])[C:19]1[CH:20]=[CH:21][CH:22]=[CH:23][CH:24]=1. Procedure details: To a solution of 2,4-dibenzyloxybenzaldehyde (702 mg) in toluene (30 ml), ethoxycarbonylmethylenetriphenylphosphoran (1.0 g) was added, followed by reflux under heating for 2.5 hours. After the reaction mixture was allowed to stand for cooling, the solvent was distilled off and the residue was purified by a silica gel column chromatography. From the fraction eluted with dichloromethane was obtained ethyl 3-(2,4-dibenzyloxyphenyl)-2-propenoate (794 mg) as an oily product. The reactants are CCC(=O)NC1CC(n2cnc3c(NCc4cccc5ccccc45)nc(Cl)nc32)C(O)C1O, O=C(O)C(F)(F)F, O=C(O)C(F)(F)F, CCC(=O)NC1CC(n2cnc3c(NC(CC)CC)nc(N4CCC(N)C4)nc32)C(O)C1O. Product: O=C(O)C(F)(F)F, CCC(=O)NC1CC(n2cnc3c(NCc4cccc5ccccc45)nc(N4CCC(N)C4)nc32)C(O)C1O. RXN SMILES: [Cl:48][c:49]1[n:50][c:51]2[c:52]([n:53][cH:54][n:55]2[CH:56]2[CH2:57][CH:58]([NH:59][C:60](=[O:61])[CH2:62][CH3:63])[CH:64]([OH:65])[CH:66]2[OH:67])[c:68]([NH:69][CH2:71][c:72]2[cH:73][cH:74][cH:75][c:76]3[cH:77][cH:78][cH:79][cH:80][c:81]23)[n:70]1.[F:1][C:2]([C:3](=[O:4])[OH:5])([F:6])[F:7].[F:41][C:42]([F:43])([F:44])[C:45]([OH:46])=[O:47].[NH2:8][CH:9]1[CH2:10][N:11]([c:14]2[n:15][c:16]([NH:35][CH:36]([CH2:37][CH3:38])[CH2:39][CH3:40])[c:17]3[n:18][cH:19][n:20]([CH:23]4[CH:24]([OH:34])[CH:25]([OH:33])[CH:26]([NH:28][C:29]([CH2:30][CH3:31])=[O:32])[CH2:27]4)[c:21]3[n:22]2)[CH2:12][CH2:13]1>>[F:1][C:2]([C:3](=[O:4])[OH:5])([F:6])[F:7].[NH2:8][CH:9]1[CH2:10][N:11]([c:14]2[n:15][c:16]([NH:35][CH2:71][c:72]3[cH:73][cH:74][cH:75][c:76]4[cH:77][cH:78][cH:79][cH:80][c:81]34)[c:17]3[n:18][cH:19][n:20]([CH:23]4[CH:24]([OH:34])[CH:25]([OH:33])[CH:26]([NH:28][C:29]([CH2:30][CH3:31])=[O:32])[CH2:27]4)[c:21]3[n:22]2)[CH2:12][CH2:13]1. The reactants are O=C1CCC(c2ccc3[nH]c(=O)oc3c2)CC1, Cl, Cc1cc(F)ccc1CCCN. Product: Cc1cc(F)ccc1CCCNC1CCC(c2ccc3[nH]c(=O)oc3c2)CC1. RXN SMILES: [CH:1]1([c:8]2[cH:9][c:10]3[c:11]([nH:12][c:13](=[O:15])[o:14]3)[cH:16][cH:17]2)[CH2:2][CH2:3][C:4](=[O:7])[CH2:5][CH2:6]1.[ClH:30].[F:18][c:19]1[cH:20][c:21]([CH3:29])[c:22]([CH2:25][CH2:26][CH2:27][NH2:28])[cH:23][cH:24]1>>[CH:1]1([c:8]2[cH:9][c:10]3[c:11]([nH:12][c:13](=[O:15])[o:14]3)[cH:16][cH:17]2)[CH2:2][CH2:3][CH:4]([NH:28][CH2:27][CH2:26][CH2:25][c:22]2[c:21]([CH3:29])[cH:20][c:19]([F:18])[cH:24][cH:23]2)[CH2:5][CH2:6]1. Reactants: ClC1=CC(=C(OC2=NC=NC3=CC(=C(C=C23)OC)C=CC(=O)OC(C)(C)C)C=C1)F (4-(4-chloro-2-fluorophenoxy)-6-methoxy-7-(2-(tert-butoxycarbonyl)vinyl)quinazoline). Run in C(Cl)Cl.C(=O)(C(F)(F)F)O (methylene chloride TFA). Run at time 1.5 hour. The product is C(=O)(O)C=CC1=C(C=C2C(=NC=NC2=C1)OC1=C(C=C(C=C1)Cl)F)OC (7-(2-carboxyvinyl)-4-(4-chloro-2-fluorophenoxy)-6-methoxyquinazoline). Isolated yield 87.6%. Reaction SMILES: [Cl:1][C:2]1[CH:29]=[CH:28][C:5]([O:6][C:7]2[C:16]3[C:11](=[CH:12][C:13]([CH:19]=[CH:20][C:21]([O:23]C(C)(C)C)=[O:22])=[C:14]([O:17][CH3:18])[CH:15]=3)[N:10]=[CH:9][N:8]=2)=[C:4]([F:30])[CH:3]=1>C(Cl)Cl.C(O)(C(F)(F)F)=O>[C:21]([CH:20]=[CH:19][C:13]1[CH:12]=[C:11]2[C:16]([C:7]([O:6][C:5]3[CH:28]=[CH:29][C:2]([Cl:1])=[CH:3][C:4]=3[F:30])=[N:8][CH:9]=[N:10]2)=[CH:15][C:14]=1[O:17][CH3:18])([OH:23])=[O:22] |f:1.2|. Procedure details: A solution of 4-(4-chloro-2-fluorophenoxy)-6-methoxy-7-(2-(tert-butoxycarbonyl)vinyl)quinazoline (581 mg, 1.31 mmol) in a mixture of methylene chloride/TFA (2.5 ml/2.5 ml) was stirred at ambient temperature for 1.5 hours. After removal of the volatiles under vacuum, the residue was partitioned between ethyl acetate and water. The aqueous layer was adjusted to pH3 with 0.5M sodium hydroxide. The organic layer was separated and the aqueous layer was further extracted with ethyl acetate. The combin...